From a dataset of the Open Reaction Database (ORD), a public repository of structured organic reaction records. describe an organic reaction: reactants, conditions, products, and yield Starting materials: CN(C=O)C (dimethyl formamide), P(O)(O)O (phosphorous acid), P(Cl)(Cl)Cl (phosphorus trichloride). Procedure: 73.1 parts of dimethyl formamide were mixed with 41 parts by phosphorous acid and this mixture was reacted with 137.3 parts of phosphorus trichloride at about 70°C. A viscous mass was formed, which after about an hour was treated with 180 parts of water. The solution so obtained was filtered and treated with acetone. A precipitate was formed which was further treated as described in Example 1. N,N-dimethyl-1-aminomethane-1,1-diphosphonic acid was obtained in a yield of 76%, based on PCl3. Yield: 76.0%. Run in O (water). Product: CN(C(P(O)(=O)O)P(O)(=O)O)C (N,N-dimethyl-1-aminomethane-1,1-diphosphonic acid). Reaction SMILES: [CH3:1][N:2]([CH3:5])[CH:3]=O.[P:6]([OH:9])([OH:8])[OH:7].P(Cl)(Cl)Cl>O>[CH3:1][N:2]([CH3:5])[CH:3]([P:6]([OH:9])(=[O:7])[OH:8])[P:6]([OH:9])(=[O:8])[OH:7].